The task is: describe an organic reaction: reactants, conditions, products, and yield. This data is from the Open Reaction Database (ORD), a public repository of structured organic reaction records. Starting materials: ClC1=CC(=CC=C1)C(=O)OO (m-Chloroperbenzoic acid), CC1=C(C(=O)OCC(C)C)C(=CC=C1)CSC1=CC(=CC=C1)OCC1=NC2=CC=CC=C2C=C1 (Isobutyl 2-methyl-6-[3-(quinolin-2-ylmethoxy)-phenylsulfanylmethyl]-benzoate). Solvent: ClCCl (dichloromethane). Reaction conditions: time 8 hour. Yields the product CC1=C(C(=O)OCC(C)C)C(=CC=C1)CS(=O)C1=CC(=CC=C1)OCC1=NC2=CC=CC=C2C=C1 (Isobutyl 2-methyl-6-[3-(quinolin-2-ylmethoxy)-phenylsulfinylmethyl]-benzoate). Reaction SMILES: ClC1C=CC=C(C(OO)=[O:9])C=1.[CH3:12][C:13]1[CH:25]=[CH:24][CH:23]=[C:22]([CH2:26][S:27][C:28]2[CH:33]=[CH:32][CH:31]=[C:30]([O:34][CH2:35][C:36]3[CH:45]=[CH:44][C:43]4[C:38](=[CH:39][CH:40]=[CH:41][CH:42]=4)[N:37]=3)[CH:29]=2)[C:14]=1[C:15]([O:17][CH2:18][CH:19]([CH3:21])[CH3:20])=[O:16]>ClCCl>[CH3:12][C:13]1[CH:25]=[CH:24][CH:23]=[C:22]([CH2:26][S:27]([C:28]2[CH:33]=[CH:32][CH:31]=[C:30]([O:34][CH2:35][C:36]3[CH:45]=[CH:44][C:43]4[C:38](=[CH:39][CH:40]=[CH:41][CH:42]=4)[N:37]=3)[CH:29]=2)=[O:9])[C:14]=1[C:15]([O:17][CH2:18][CH:19]([CH3:21])[CH3:20])=[O:16]. Procedure: m-Chloroperbenzoic acid (<86%, 34 mg, 0.17 mmol) is added to a solution of isobutyl 2-methyl-6-[3-(quinolin-2-ylmethoxy)-phenylsulfanylmethyl]-benzoate (80 mg, 0.17 mmol, example 84) in dichloromethane (1 mL) and the reaction is stirred overnight. The reaction is partitioned between ethyl acetate and sodium bicarbonate and the organic phase is washed with additional bicarbonate solution, dried over magnesium sulfate, concentrated and purified by column chromatography (silica, 40% ethyl acetate i... The reactants are CCOCc1nc2cnc3ccccc3c2n1CCCC1(O)CCCCC1, ClC(Cl)Cl, [NH4+], [OH-], O=C(OO)c1cccc(Cl)c1, Cc1ccc(S(=O)(=O)Cl)cc1. Yields the product CCOCc1nc2c(N)nc3ccccc3c2n1CCCC1(O)CCCCC1. Reaction SMILES: [CH2:1]([CH3:2])[O:3][CH2:4][c:5]1[n:6]([CH2:18][CH2:19][CH2:20][C:21]2([OH:27])[CH2:22][CH2:23][CH2:24][CH2:25][CH2:26]2)[c:7]2[c:8]([cH:9][n:10][c:11]3[cH:12][cH:13][cH:14][cH:15][c:16]23)[n:17]1.[CH:52]([Cl:53])([Cl:54])[Cl:55].[NH4+:39].[OH-:40].[OH:28][O:29][C:30]([c:31]1[cH:32][c:33]([Cl:34])[cH:35][cH:36][cH:37]1)=[O:38].[c:41]1([CH3:42])[cH:43][cH:44][c:45]([S:46]([Cl:47])(=[O:48])=[O:49])[cH:50][cH:51]1>>[CH2:1]([CH3:2])[O:3][CH2:4][c:5]1[n:6]([CH2:18][CH2:19][CH2:20][C:21]2([OH:27])[CH2:22][CH2:23][CH2:24][CH2:25][CH2:26]2)[c:7]2[c:8]([c:9]([NH2:39])[n:10][c:11]3[cH:12][cH:13][cH:14][cH:15][c:16]23)[n:17]1. Starting materials: C1CCCCC12NC1(CCCCC1)C(NC2=O)=O (7,15-diazadispiro[5,1,5,3]hexadecane14,16-dione), CC1(NC(C(NC1=O)=O)(C)C)C (2,2,6,6-tetramethyl-3,5-diketopiperazine). Yields the product CC1(NC(CNC1)(C)C)C (2,2,6,6-tetramethylpiperazine). RXN SMILES: [CH2:1]1[C:6]2([C:16](=O)[NH:15][C:14](=O)[C:8]3([CH2:13]CCC[CH2:9]3)[NH:7]2)[CH2:5]CCC1.CC1(C)C(=O)NC(=O)C(C)(C)N1>>[CH3:5][C:6]1([CH3:1])[CH2:16][NH:15][CH2:14][C:8]([CH3:13])([CH3:9])[NH:7]1. Procedure: By following the above procedure, and substituting for 7,15-diazadispiro[5,1,5,3]hexadecane14,16-dione an equivalent amount of 2,2,6,6-tetramethyl-3,5-diketopiperazine, there is obtained 2,2,6,6-tetramethylpiperazine. Reactants: COc1ccc(C2CC(c3ccccn3)Nc3c(Br)c(-c4ccccc4)nn32)cc1OC, CCC(C)=O, C[Si](C)(C)Cl, Cl, O. The product is COc1ccc(C2CC(c3ccccn3)Nc3c(Br)c(-c4ccccc4)nn32)cc1OC, Cl, Cl. Reaction SMILES: [Br:2][c:3]1[c:4](-[c:28]2[cH:29][cH:30][cH:31][cH:32][cH:33]2)[n:5][n:6]2[c:7]1[NH:8][CH:9]([c:22]1[n:23][cH:24][cH:25][cH:26][cH:27]1)[CH2:10][CH:11]2[c:12]1[cH:13][c:14]([O:20][CH3:21])[c:15]([O:18][CH3:19])[cH:16][cH:17]1.[CH2:40]([C:41]([CH3:42])=[O:43])[CH3:44].[CH3:35][Si:36]([CH3:37])([CH3:38])[Cl:39].[ClH:1].[OH2:34]>>[Br:2][c:3]1[c:4](-[c:28]2[cH:29][cH:30][cH:31][cH:32][cH:33]2)[n:5][n:6]2[c:7]1[NH:8][CH:9]([c:22]1[n:23][cH:24][cH:25][cH:26][cH:27]1)[CH2:10][CH:11]2[c:12]1[cH:13][c:14]([O:20][CH3:21])[c:15]([O:18][CH3:19])[cH:16][cH:17]1.[ClH:1].[ClH:39]. Reactants: ClCCCl, CCN(C(C)C)C(C)C, ClCCl, N#Cc1ccc2c(c1)OCCC2N, On1nnc2ccccc21, O=C(O)CC(NS(=O)(=O)c1ccc2ccccc2c1)c1ccccc1. The product is N#Cc1ccc2c(c1)OCCC2NC(=O)CC(NS(=O)(=O)c1ccc2ccccc2c1)c1ccccc1. RXN SMILES: [CH2:58]([Cl:59])[CH2:60][Cl:61].[CH:49]([N:50]([CH2:51][CH3:52])[CH:53]([CH3:54])[CH3:55])([CH3:56])[CH3:57].[Cl:62][CH2:63][Cl:64].[NH2:1][CH:2]1[CH2:3][CH2:4][O:5][c:6]2[cH:7][c:8]([C:12]#[N:13])[cH:9][cH:10][c:11]21.[OH:39][n:40]1[c:41]2[c:42]([cH:43][cH:44][cH:45][cH:46]2)[n:47][n:48]1.[cH:14]1[c:15]([S:24](=[O:25])(=[O:26])[NH:27][CH:28]([CH2:29][C:30](=[O:31])[OH:32])[c:33]2[cH:34][cH:35][cH:36][cH:37][cH:38]2)[cH:16][cH:17][c:18]2[cH:19][cH:20][cH:21][cH:22][c:23]12>>[NH:1]([CH:2]1[CH2:3][CH2:4][O:5][c:6]2[cH:7][c:8]([C:12]#[N:13])[cH:9][cH:10][c:11]21)[C:30]([CH2:29][CH:28]([NH:27][S:24]([c:15]1[cH:14][c:23]2[c:18]([cH:17][cH:16]1)[cH:19][cH:20][cH:21][cH:22]2)(=[O:25])=[O:26])[c:33]1[cH:34][cH:35][cH:36][cH:37][cH:38]1)=[O:31]. Product: Oc1ccc(CNCc2ccc(-c3nc4ccn5cnnc5c4cc3-c3ccccc3)cc2)cc1. RXN SMILES: [C:41]([O:42][BH-:43]([O:44][C:45](=[O:46])[CH3:47])[O:48][C:49](=[O:50])[CH3:51])(=[O:52])[CH3:53].[CH3:37][C:38](=[O:39])[OH:40].[NH2:28][CH2:29][c:30]1[cH:31][cH:32][c:33]([OH:36])[cH:34][cH:35]1.[Na+:54].[O:55]=[CH:56][N:57]([CH3:58])[CH3:59].[c:1]1(-[c:7]2[c:8](-[c:20]3[cH:21][cH:22][c:23]([CH:24]=[O:25])[cH:26][cH:27]3)[n:9][c:10]3[cH:11][cH:12][n:13]4[c:14]([c:15]3[cH:16]2)[n:17][n:18][cH:19]4)[cH:2][cH:3][cH:4][cH:5][cH:6]1>>[c:1]1(-[c:7]2[c:8](-[c:20]3[cH:21][cH:22][c:23]([CH2:24][NH:28][CH2:29][c:30]4[cH:31][cH:32][c:33]([OH:36])[cH:34][cH:35]4)[cH:26][cH:27]3)[n:9][c:10]3[cH:11][cH:12][n:13]4[c:14]([c:15]3[cH:16]2)[n:17][n:18][cH:19]4)[cH:2][cH:3][cH:4][cH:5][cH:6]1. Reactants: CC(=O)O[BH-](OC(C)=O)OC(C)=O, CC(=O)O, NCc1ccc(O)cc1, [Na+], CN(C)C=O, O=Cc1ccc(-c2nc3ccn4cnnc4c3cc2-c2ccccc2)cc1. Starting materials: C(CC)[Mg]I (propyl magnesium iodide), OC=1C=CC2=C(OC(C3=C2C=CC=C3)=O)C1C(C)=O (3-hydroxy-4-acetyl-6-oxo-6H-dibenzo-[b,d]-pyran), C1=CC=CC=C1 (benzene), O (water), S(O)(O)(=O)=O (sulfuric acid). Run in CCOCC (ether). Yields the product OC=1C=CC2=C(OC(C3=C2C=CC=C3)(CCC)CCC)C1C(C)=O (3-hydroxy-4-acetyl-6,6-di-propyl-6H-dibenzo-[b,d]-pyran). Yield: 23.5%. As a reaction SMILES: [CH2:1]([Mg]I)[CH2:2][CH3:3].O[C:7]1[CH:8]=[CH:9][C:10]2[C:15]3[CH:16]=[CH:17][CH:18]=[CH:19][C:14]=3[C:13](=O)[O:12][C:11]=2[C:21]=1[C:22](=[O:24])[CH3:23].[OH2:25].S(=O)(=O)(O)O.[CH:31]1[CH:36]=CC=C[CH:32]=1>CCOCC>[OH:25][C:7]1[CH:8]=[CH:9][C:10]2[C:15]3[CH:16]=[CH:17][CH:18]=[CH:19][C:14]=3[C:13]([CH2:32][CH2:31][CH3:36])([CH2:1][CH2:2][CH3:3])[O:12][C:11]=2[C:21]=1[C:22](=[O:24])[CH3:23]. Procedure details: The starting compound was prepared as follows: A solution of 0.3 mol of propyl magnesium iodide in 150 ml of ether was admixed all at once with a suspension of 16.6 gm (0.065 mol) of 3-hydroxy-4-acetyl-6-oxo-6H-dibenzo-[b,d]-pyran (prepared analogous to Example 7) in 300 ml of benzene. The resulting mixture was heated for 3 hours and subsequently decomposed by addition of 500 ml of water containing 25 ml of concentrated sulfuric acid. The organic phase was separated, the aqueous phase was extrac...